This data is from the Open Reaction Database (ORD), a public repository of structured organic reaction records. The task is: describe an organic reaction: reactants, conditions, products, and yield The reactants are [Br-], C1CCOC1, C[Mg+], CCN1CCC(C)(C)c2cc(C(C)C)cc(C=O)c21. The product is CCCN1CCC(C)(C)c2cc(C(C)C)cc(C=O)c21. RXN SMILES: [Br-:20].[CH2:23]1[O:24][CH2:25][CH2:26][CH2:27]1.[CH3:21][Mg+:22].[CH:1]([CH3:2])([CH3:3])[c:4]1[cH:5][c:6]2[c:11]([c:12]([CH:14]=[O:15])[cH:13]1)[N:10]([CH2:16][CH3:17])[CH2:9][CH2:8][C:7]2([CH3:18])[CH3:19]>>[CH:1]([CH3:2])([CH3:3])[c:4]1[cH:5][c:6]2[c:11]([c:12]([CH:14]=[O:15])[cH:13]1)[N:10]([CH2:16][CH2:17][CH3:21])[CH2:9][CH2:8][C:7]2([CH3:18])[CH3:19].